This data is from the Open Reaction Database (ORD), a public repository of structured organic reaction records. The task is: describe an organic reaction: reactants, conditions, products, and yield Reactants: O1CCCC1 (tetrahydrofuran), C(C)C1=NN2C(C=CC=C2)=C1NC(OC(C)(C)C)=O (tert-butyl N-(2-ethylpyrazolo[1,5-a]pyridin-3-yl)carbamate), CC(C)([O-])C.[K+] (potassium tert-butoxide), CS(=O)(=O)OCC1CCOCC1 (tetrahydropyran-4-ylmethyl methanesulfonate). Solvent: C(C)(=O)OCC (ethyl acetate), O (Water), CN(C=O)C (N,N-dimethylformamide). Conditions: time 1 hour. The product is C(C)C1=NN2C(C=CC=C2)=C1N(C(OC(C)(C)C)=O)CC1CCOCC1 (tert-Butyl N-(2-ethylpyrazolo[1,5-a]pyridin-3-yl)-N-tetrahydro-2H-4-pyranylmethylcarbamate). The yield is 108.9%. As a reaction SMILES: [CH2:1]([C:3]1[C:11]([NH:12][C:13](=[O:19])[O:14][C:15]([CH3:18])([CH3:17])[CH3:16])=[C:6]2[CH:7]=[CH:8][CH:9]=[CH:10][N:5]2[N:4]=1)[CH3:2].CC(C)([O-])C.[K+].CS(O[CH2:31][CH:32]1[CH2:37][CH2:36][O:35][CH2:34][CH2:33]1)(=O)=O.O1CCCC1>CN(C)C=O.C(OCC)(=O)C.O>[CH2:1]([C:3]1[C:11]([N:12]([CH2:31][CH:32]2[CH2:37][CH2:36][O:35][CH2:34][CH2:33]2)[C:13](=[O:19])[O:14][C:15]([CH3:18])([CH3:17])[CH3:16])=[C:6]2[CH:7]=[CH:8][CH:9]=[CH:10][N:5]2[N:4]=1)[CH3:2] |f:1.2|. Procedure details: To a solution of tert-butyl N-(2-ethylpyrazolo[1,5-a]pyridin-3-yl)carbamate (12 g, 46 mmol) and potassium tert-butoxide (6.2 g, 55 mmol) dissolved in N,N-dimethylformamide (120 mL) was added tetrahydropyran-4-ylmethyl methanesulfonate (10.7 g, 55 mmol) while cooling with ice, the reaction mixture was stirred for 1 hour, and then tetrahydrofuran (200 mL) was further added and the reaction mixture was additionally stirred for 18 hours. Water (200 mL) and ethyl acetate (500 mL) were then added to t... Starting materials: C[P+](C)(C)CC#N, CCC#N, CNC(=O)c1ccc(N2CCNCC2)cc1, CS(C)=O, CCN(C(C)C)C(C)C, [I-], O=C1Nc2cc(CO)cnc2N2CCCC12. Product: CNC(=O)c1ccc(N2CCN(Cc3cnc4c(c3)NC(=O)C3CCCN43)CC2)cc1. As a reaction SMILES: [C:34]([CH2:35][P+:36]([CH3:37])([CH3:38])[CH3:39])#[N:40].[C:50](#[N:51])[CH2:52][CH3:53].[CH3:17][NH:18][C:19]([c:20]1[cH:21][cH:22][c:23]([N:26]2[CH2:27][CH2:28][NH:29][CH2:30][CH2:31]2)[cH:24][cH:25]1)=[O:32].[CH3:54][S:55]([CH3:56])=[O:57].[CH:41]([N:42]([CH2:43][CH3:44])[CH:45]([CH3:46])[CH3:47])([CH3:48])[CH3:49].[I-:33].[OH:1][CH2:2][c:3]1[cH:4][c:5]2[c:10]([n:11][cH:12]1)[N:9]1[CH:8]([C:7](=[O:16])[NH:6]2)[CH2:15][CH2:14][CH2:13]1>>[CH2:2]([c:3]1[cH:4][c:5]2[c:10]([n:11][cH:12]1)[N:9]1[CH:8]([C:7](=[O:16])[NH:6]2)[CH2:15][CH2:14][CH2:13]1)[N:29]1[CH2:28][CH2:27][N:26]([c:23]2[cH:22][cH:21][c:20]([C:19]([NH:18][CH3:17])=[O:32])[cH:25][cH:24]2)[CH2:31][CH2:30]1. The reactants are ClC=1C=CC(=C(C1)C1=C(C=CC=C1)C1=CC=CC(=N1)C(=O)OCC)O (ethyl 6-(5′-chloro-2′-hydroxy-2-biphenylyl)-2-pyridinecarboxylate), C([O-])([O-])=O.[K+].[K+] (potassium carbonate), FC1=CC=C(CBr)C=C1 (4-fluorobenzyl bromide). Run in CC(=O)C (acetone). Product: ClC=1C=CC(=C(C1)C1=C(C=CC=C1)C1=CC=CC(=N1)C(=O)OCC)OCC1=CC=C(C=C1)F (Ethyl 6-(5′-chloro-2′-{[(4-fluorophenyl)methyl]oxy}-2-biphenylyl)-2-pyridinecarboxylate). The yield is 82.3%. RXN SMILES: [Cl:1][C:2]1[CH:3]=[CH:4][C:5]([OH:25])=[C:6]([C:8]2[CH:13]=[CH:12][CH:11]=[CH:10][C:9]=2[C:14]2[N:19]=[C:18]([C:20]([O:22][CH2:23][CH3:24])=[O:21])[CH:17]=[CH:16][CH:15]=2)[CH:7]=1.C(=O)([O-])[O-].[K+].[K+].[F:32][C:33]1[CH:40]=[CH:39][C:36]([CH2:37]Br)=[CH:35][CH:34]=1>CC(C)=O>[Cl:1][C:2]1[CH:3]=[CH:4][C:5]([O:25][CH2:37][C:36]2[CH:39]=[CH:40][C:33]([F:32])=[CH:34][CH:35]=2)=[C:6]([C:8]2[CH:13]=[CH:12][CH:11]=[CH:10][C:9]=2[C:14]2[N:19]=[C:18]([C:20]([O:22][CH2:23][CH3:24])=[O:21])[CH:17]=[CH:16][CH:15]=2)[CH:7]=1 |f:1.2.3|. Procedure details: A mixture of ethyl 6-(5′-chloro-2′-hydroxy-2-biphenylyl)-2-pyridinecarboxylate (177 mg, 0.5 mmol), potassium carbonate (138 mg, 1 mmol) and 4-fluorobenzyl bromide (104 mg, 0.55 mmol) in acetone (4 ml) was stirred and refluxed for 2 hours then cooled, filtered, evaporated and chromatographed on silica eluting with ethyl acetate/iso-hexane (1:9) to give 190 mg of white solid. LC/MS t=3.79, [MH+] 462.3 The yield is 66.8%. As a reaction SMILES: [F:1][C:2]1[CH:7]=[CH:6][C:5]([O:8][CH3:9])=[CH:4][C:3]=1[C:10]1[CH:15]=[CH:14][C:13]([OH:16])=[CH:12][C:11]=1[CH2:17][C:18]1([C:23]#[N:24])[CH2:22][CH2:21][CH2:20][CH2:19]1.[CH:25]1([CH:28]([C:35]2[CH:40]=[CH:39][CH:38]=[C:37]([CH2:41]OS(C)(=O)=O)[CH:36]=2)[CH2:29][C:30]([O:32][CH2:33][CH3:34])=[O:31])[CH2:27][CH2:26]1.C(=O)([O-])[O-].[Cs+].[Cs+].[Cl-].[NH4+]>CN(C=O)C>[C:23]([C:18]1([CH2:17][C:11]2[CH:12]=[C:13]([O:16][CH2:41][C:37]3[CH:36]=[C:35]([CH:28]([CH:25]4[CH2:26][CH2:27]4)[CH2:29][C:30]([O:32][CH2:33][CH3:34])=[O:31])[CH:40]=[CH:39][CH:38]=3)[CH:14]=[CH:15][C:10]=2[C:3]2[CH:4]=[C:5]([O:8][CH3:9])[CH:6]=[CH:7][C:2]=2[F:1])[CH2:19][CH2:20][CH2:21][CH2:22]1)#[N:24] |f:2.3.4,5.6|. The product is C(#N)C1(CCCC1)CC1=C(C=CC(=C1)OCC=1C=C(C=CC1)C(CC(=O)OCC)C1CC1)C1=C(C=CC(=C1)OC)F (ethyl 3-(3-(((2-((1-cyanocyclopentyl)methyl)-2′-fluoro-5′-methoxybiphenyl-4-yl)oxy)methyl)phenyl)-3-cyclopropylpropanoate). Starting materials: [Cl-].[NH4+] (ammonium chloride), FC1=C(C=C(C=C1)OC)C1=C(C=C(C=C1)O)CC1(CCCC1)C#N (1-((2′-fluoro-4-hydroxy-5′-methoxybiphenyl-2-yl)methyl)cyclopentanecarbonitrile), C1(CC1)C(CC(=O)OCC)C1=CC(=CC=C1)COS(=O)(=O)C (ethyl 3-cyclopropyl-3-(3-(((methylsulfonyl)oxy)methyl)phenyl)propanoate), C([O-])([O-])=O.[Cs+].[Cs+] (cesium carbonate). Run at time 1 hour. Reported procedure: To a solution of 1-((2′-fluoro-4-hydroxy-5′-methoxybiphenyl-2-yl)methyl)cyclopentanecarbonitrile (128 mg) and ethyl 3-cyclopropyl-3-(3-(((methylsulfonyl)oxy)methyl)phenyl)propanoate (197 mg) in DMF (5.0 mL) was added cesium carbonate (261 mg), and the mixture was stirred at room temperature for 1 hr. To the reaction mixture was added saturated aqueous ammonium chloride solution, and the mixture was extracted with ethyl acetate. The extract was washed with saturated brine, and dried over anhydrou... Solvent: CN(C)C=O (DMF). Starting materials: CN (methylamine), ClC1=CC=C(C=C1)C1(CCC1)C(CNC(OC(C)(C)C)=O)C1=CC(=CC=C1)C=O (tert-Butyl {2-[1-(4-chlorophenyl)cyclobutyl]-2-(3-formylphenyl)ethyl}carbamate), C(C)(=O)O[BH-](OC(C)=O)OC(C)=O.[Na+] (Sodium triacetoxyborohydride). Solvent: [OH-].[Na+] (sodium hydroxide), ClCCl (dichloromethane). Run at time 1 hour. Yields the product ClC1=CC=C(C=C1)C1(CCC1)C(CNC(OC(C)(C)C)=O)C1=CC(=CC=C1)CNC (tert-Butyl (2-[1-(4-chlorophenyl)cyclobutyl]-2-{3-[(methylamino)methyl]phenyl}ethyl)carbamate). As a reaction SMILES: [Cl:1][C:2]1[CH:7]=[CH:6][C:5]([C:8]2([CH:12]([C:22]3[CH:27]=[CH:26][CH:25]=[C:24]([CH:28]=O)[CH:23]=3)[CH2:13][NH:14][C:15](=[O:21])[O:16][C:17]([CH3:20])([CH3:19])[CH3:18])[CH2:11][CH2:10][CH2:9]2)=[CH:4][CH:3]=1.[CH3:30][NH2:31].C(O[BH-](OC(=O)C)OC(=O)C)(=O)C.[Na+]>ClCCl.[OH-].[Na+]>[Cl:1][C:2]1[CH:7]=[CH:6][C:5]([C:8]2([CH:12]([C:22]3[CH:27]=[CH:26][CH:25]=[C:24]([CH2:28][NH:31][CH3:30])[CH:23]=3)[CH2:13][NH:14][C:15](=[O:21])[O:16][C:17]([CH3:19])([CH3:18])[CH3:20])[CH2:11][CH2:10][CH2:9]2)=[CH:4][CH:3]=1 |f:2.3,5.6|. Procedure details: tert-Butyl {2-[1-(4-chlorophenyl)cyclobutyl]-2-(3-formylphenyl)ethyl}carbamate (0.19 g, 0.459 mmol) was dissolved in dichloromethane and methylamine (1.15 ml, 2.295 mmol) was added. The reaction mixture was stirred at room temperature for 1 h. Sodium triacetoxyborohydride (0.146 g, 0.689 mmol) was added. The reaction mixture was stirred at room temperature over night. The reaction mixture was diluted with sodium hydroxide (1 N) and extracted with ethyl acetate. The combined extracts were dried (...